From a dataset of the Open Reaction Database (ORD), a public repository of structured organic reaction records. describe an organic reaction: reactants, conditions, products, and yield The reactants are FC1=CC(=C(C=C1)O)B1OC(C(O1)(C)C)(C)C (4-Fluoro-2-(4,4,5,5-tetramethyl-1,3,2-dioxaborolan-2-yl)phenol), ClC1=CC(=NC=C1)NC(OC(C)(C)C)=O (tert-butyl (4-chloropyridin-2-yl)carbamate), C([O-])([O-])=O.[Na+].[Na+] (sodium carbonate). The reagents and catalysts are C1(=CC=CC=C1)P(C1=CC=CC=C1)C1=CC=CC=C1.C1(=CC=CC=C1)P(C1=CC=CC=C1)C1=CC=CC=C1.C1(=CC=CC=C1)P(C1=CC=CC=C1)C1=CC=CC=C1.C1(=CC=CC=C1)P(C1=CC=CC=C1)C1=CC=CC=C1.[Pd] (palladium (0) tetrakis(triphenylphosphine)). Run in O (water), O1CCOCC1 (1,4-dioxane), C(C)(=O)OCC (ethyl acetate). Conditions: temperature 85 celsius, time 16 hour. Yields the product FC=1C=CC(=C(C1)C1=CC(=NC=C1)NC(OC(C)(C)C)=O)O (tert-Butyl [4-(5-fluoro-2-hydroxyphenyl)pyridin-2-yl]carbamate). As a reaction SMILES: [F:1][C:2]1[CH:7]=[CH:6][C:5]([OH:8])=[C:4](B2OC(C)(C)C(C)(C)O2)[CH:3]=1.Cl[C:19]1[CH:24]=[CH:23][N:22]=[C:21]([NH:25][C:26](=[O:32])[O:27][C:28]([CH3:31])([CH3:30])[CH3:29])[CH:20]=1.C(=O)([O-])[O-].[Na+].[Na+]>O1CCOCC1.O.C(OCC)(=O)C.C1(P(C2C=CC=CC=2)C2C=CC=CC=2)C=CC=CC=1.C1(P(C2C=CC=CC=2)C2C=CC=CC=2)C=CC=CC=1.C1(P(C2C=CC=CC=2)C2C=CC=CC=2)C=CC=CC=1.C1(P(C2C=CC=CC=2)C2C=CC=CC=2)C=CC=CC=1.[Pd]>[F:1][C:2]1[CH:7]=[CH:6][C:5]([OH:8])=[C:4]([C:19]2[CH:24]=[CH:23][N:22]=[C:21]([NH:25][C:26](=[O:32])[O:27][C:28]([CH3:30])([CH3:29])[CH3:31])[CH:20]=2)[CH:3]=1 |f:2.3.4,8.9.10.11.12|. Procedure details: 4-Fluoro-2-(4,4,5,5-tetramethyl-1,3,2-dioxaborolan-2-yl)phenol (Preparation 212, 0.082 g, 0.000386 mol), tert-butyl (4-chloropyridin-2-yl)carbamate (0.0588 g, 0.000257 mol), anhydrous sodium carbonate (0.070 g, 0.000660 mol) and palladium (0) tetrakis(triphenylphosphine) (0.029 mg, 0.000025 mol) were suspended in 1,4-dioxane (3.0 ml) and water (1.0 ml). The suspension was stirred at 85° C. for 16 hours before cooling to room temperature. The reaction was diluted with ethyl acetate (10 ml) and or... Starting materials: C(#N)C=1C(=NC=CC1)CN1C(=O)N(C=2N=C(N(C2C1=O)CC#CC)Br)C (1-[(3-cyanopyridin-2-yl)methyl]-3-methyl-7-(2-butin-1-yl)-8-bromoxanthine), C(=O)(O)[C@@H](O)[C@H](O)C(=O)O.C1(C=2C(C(N1C1CNCCC1)=O)=CC=CC2)=O (3-(phthalimido)piperidine D-tartrate), CN1C(CCC1)=O (N-methyl-2-pyrrolidone), C(C)(C)N(CC)C(C)C (diisopropylethylamine). Solvent: CO (methanol), O (water). Conditions: temperature 140 celsius, time 2 hour. Product: C(#N)C=1C(=NC=CC1)CN1C(=O)N(C=2N=C(N(C2C1=O)CC#CC)N1C[C@@H](CCC1)N1C(C=2C(C1=O)=CC=CC2)=O)C (1-[(3-Cyanopyridin-2-yl)methyl]-3-methyl-7-(2-butin-1-yl)-8-(3-(R)-phthalimidopiperidin-1-yl)-xanthine). As a reaction SMILES: [C:1]([C:3]1[C:4]([CH2:9][N:10]2[C:19](=[O:20])[C:18]3[N:17]([CH2:21][C:22]#[C:23][CH3:24])[C:16](Br)=[N:15][C:14]=3[N:13]([CH3:26])[C:11]2=[O:12])=[N:5][CH:6]=[CH:7][CH:8]=1)#[N:2].C([C@H]([C@@H](C(O)=O)O)O)(O)=O.[C:37]1(=[O:53])[N:41]([CH:42]2[CH2:47][CH2:46][CH2:45][NH:44][CH2:43]2)[C:40](=[O:48])[C:39]2=[CH:49][CH:50]=[CH:51][CH:52]=[C:38]12.CN1CCCC1=O.C(N(C(C)C)CC)(C)C>CO.O>[C:1]([C:3]1[C:4]([CH2:9][N:10]2[C:19](=[O:20])[C:18]3[N:17]([CH2:21][C:22]#[C:23][CH3:24])[C:16]([N:44]4[CH2:45][CH2:46][CH2:47][C@@H:42]([N:41]5[C:40](=[O:48])[C:39]6=[CH:49][CH:50]=[CH:51][CH:52]=[C:38]6[C:37]5=[O:53])[CH2:43]4)=[N:15][C:14]=3[N:13]([CH3:26])[C:11]2=[O:12])=[N:5][CH:6]=[CH:7][CH:8]=1)#[N:2] |f:1.2|. Procedure details: 230 g (0.557 mol) of 1-[(3-cyanopyridin-2-yl)methyl]-3-methyl-7-(2-butin-1-yl)-8-bromoxanthine, 318 g (0.835 mol) of 3-(phthalimido)piperidine D-tartrate and 1.15 liters of N-methyl-2-pyrrolidone are initially charged in the reactor. The reactor contents are heated to 140° C. After the temperature has been attained, 478 ml (2.78 mol) of diisopropylethylamine are metered in within 20 minutes and the reaction mixture is subsequently stirred at 140° C. for 2 hours. Subsequently, the reaction mixtur... Starting materials: C(=O)(C(F)(F)F)O (TFA), C(C)(C)(C)OC(=O)N1CCC(=CC1)C1=NC(=NC(=C1C#CC=1C=NC(=CC1)N)C)N (4-[2-amino-5-(6-amino-pyridin-3-ylethynyl)-6-methyl-pyrimidin-4-yl]-3,6-dihydro-2H-pyridine-1-carboxylic acid tert-butyl ester), C(=O)([O-])[O-].[Na+].[Na+] (Na2CO3). Solvent: C(Cl)Cl (DCM). Run at time 3 hour. Yields the product NC1=CC=C(C=N1)C#CC=1C(=NC(=NC1C=1CCNCC1)N)C (5-(6-Amino-pyridin-3-ylethynyl)-4-methyl-6-(1,2,3,6-tetrahydro-pyridin-4-yl)-pyrimidin-2-ylamine). Isolated yield 55.3%. RXN SMILES: C(OC([N:8]1[CH2:13][CH:12]=[C:11]([C:14]2[C:19]([C:20]#[C:21][C:22]3[CH:23]=[N:24][C:25]([NH2:28])=[CH:26][CH:27]=3)=[C:18]([CH3:29])[N:17]=[C:16]([NH2:30])[N:15]=2)[CH2:10][CH2:9]1)=O)(C)(C)C.C(O)(C(F)(F)F)=O.C([O-])([O-])=O.[Na+].[Na+]>C(Cl)Cl>[NH2:28][C:25]1[N:24]=[CH:23][C:22]([C:21]#[C:20][C:19]2[C:18]([CH3:29])=[N:17][C:16]([NH2:30])=[N:15][C:14]=2[C:11]2[CH2:12][CH2:13][NH:8][CH2:9][CH:10]=2)=[CH:27][CH:26]=1 |f:2.3.4|. Reported procedure: 630 mg (1.5 mmol) of 4-[2-amino-5-(6-amino-pyridin-3-ylethynyl)-6-methyl-pyrimidin-4-yl]-3,6-dihydro-2H-pyridine-1-carboxylic acid tert-butyl ester are dissolved in DCM (40 mL) and 2 mL TFA are added. The reaction mixture is stirred for 3 h, concentrated aqueous Na2CO3 solution is added until pH 7 is reached and DCM is evaporated at reduced pressure. The residue is washed with water, taken up in acetonitrile and freeze dried yielding 253 mg (0.83 mmol) of the desired product which is used for th... Reactants: FC(F)(F)C=1C(C(=NN(C1C)C1=CC=CC=C1)O)=O (trifluoromethylphenyl-1,4-dihydro-3-hydroxy-4-oxo-6methylpyridazine), C(C)OCC (diethyl ether). Solvent: C(C)(=O)OC(C)=O (acetic anhydride). Conditions: temperature 50 celsius. Product: FC(F)(F)C=1C(C(=NN(C1C)C1=CC=CC=C1)OC(C)=O)=O (trifluoromethylphenyl-1,4-dihydro-3-acetoxy-4-oxo-6-methylpyridazine). Yield: 70.0%. Reaction SMILES: [F:1][C:2]([C:5]1[C:6](=[O:19])[C:7]([OH:18])=[N:8][N:9]([C:12]2[CH:17]=[CH:16][CH:15]=[CH:14][CH:13]=2)[C:10]=1[CH3:11])([F:4])[F:3].[CH2:20]([O:22]CC)[CH3:21]>C(OC(=O)C)(=O)C>[F:3][C:2]([C:5]1[C:6](=[O:19])[C:7]([O:18][C:20](=[O:22])[CH3:21])=[N:8][N:9]([C:12]2[CH:13]=[CH:14][CH:15]=[CH:16][CH:17]=2)[C:10]=1[CH3:11])([F:1])[F:4]. Procedure details: A suspension of Compound 1 (2.36 grams) in acetic anhydride is heated for six hours at 50° C. The recooled solution is concentrated under vacuum. There is obtained, after the addition of diethyl ether, filtration, washing with ether and drying, the Compound 3 (1.91 grams; yield=70%).